From a dataset of the Open Reaction Database (ORD), a public repository of structured organic reaction records. describe an organic reaction: reactants, conditions, products, and yield The reactants are CON=C(C(=O)OC)C1=C(C=CC=C1)CBr (methyl 2-(bromomethyl)phenylglyoxylate O-methyloxime), O.C[N+]1(CCOCC1)[O-] (N-methylmorpholine N-oxide monohydrate). Solvent: C(Cl)(Cl)(Cl)Cl (CCl4). Product: CON=C(C(=O)OC)C1=C(C=CC=C1)C=O (methyl 2-formylphenylglyoxylate O-methyloxime). Yield: 58.1%. RXN SMILES: [CH3:1][O:2][N:3]=[C:4]([C:9]1[CH:14]=[CH:13][CH:12]=[CH:11][C:10]=1[CH2:15]Br)[C:5]([O:7][CH3:8])=[O:6].O.C[N+]1([O-])CC[O:22]CC1>C(Cl)(Cl)(Cl)Cl>[CH3:1][O:2][N:3]=[C:4]([C:9]1[CH:14]=[CH:13][CH:12]=[CH:11][C:10]=1[CH:15]=[O:22])[C:5]([O:7][CH3:8])=[O:6] |f:1.2|. Reported procedure: 20 g (0.070 mol) of methyl 2-(bromomethyl)phenylglyoxylate O-methyloxime, 32 g (0.237 mol) of N-methylmorpholine N-oxide monohydrate and 300 ml of CCl4 are mixed and heated to reflux. After refluxing for 9 hours, the mixture is filtered, and the organic phase is washed with water and with 2 N hydrochloric acid, dried and concentrated. The residue is recrystallized from pentane. 9.0 g of product (58%) are obtained as colorless crystals. Reactants: CI, [H-], [Na+], CN(C)C=O, COc1ccc(Br)c2[nH]ccc12. Product: COc1ccc(Br)c2c1ccn2C. RXN SMILES: [CH3:15][I:16].[H-:1].[Na+:2].[O:17]=[CH:18][N:19]([CH3:20])[CH3:21].[O:3]([CH3:4])[c:5]1[c:6]2[cH:7][cH:8][nH:9][c:10]2[c:11]([Br:14])[cH:12][cH:13]1>>[O:3]([CH3:4])[c:5]1[c:6]2[cH:7][cH:8][n:9]([CH3:15])[c:10]2[c:11]([Br:14])[cH:12][cH:13]1. The reactants are C(C1=CC=CC=C1)ON=C(C(=O)OC)C(C)=NOC (methyl 2-benzyloxyimino-3-methoxyiminobutyrate), [OH-].[Na+] (sodium hydroxide), O (water). Solvent: CO (methanol). Product: C(C1=CC=CC=C1)ON=C(C(=O)O)C(C)=NOC (2-benzyloxyimino-3-methoxyiminobutyric acid). Yield: 99.7%. As a reaction SMILES: [CH2:1]([O:8][N:9]=[C:10]([C:15](=[N:17][O:18][CH3:19])[CH3:16])[C:11]([O:13]C)=[O:12])[C:2]1[CH:7]=[CH:6][CH:5]=[CH:4][CH:3]=1.[OH-].[Na+].O>CO>[CH2:1]([O:8][N:9]=[C:10]([C:15](=[N:17][O:18][CH3:19])[CH3:16])[C:11]([OH:13])=[O:12])[C:2]1[CH:7]=[CH:6][CH:5]=[CH:4][CH:3]=1 |f:1.2|. Procedure details: To a solution of 3.2 g (12.1 mmol) of methyl 2-benzyloxyimino-3-methoxyiminobutyrate in 50 ml of methanol, 1.01 g (24.2 mmol) of sodium hydroxide and 10 ml of water were added and the mixture was heated under reflux for 24 hours. After distilling the solvent off under reduced pressure and adding 50 ml of water, the mixture was washed with 50 ml of diethylether. The aqueous layer was made acidic by adding a concentrated hydrochloric acid, and then the mixture was extracted three times with 50 ml ... The reactants are CC(NC(=O)OC(C)(C)C)C(=O)O, CCN=C=NCCCN(C)C, CCN(C(C)C)C(C)C, Cl, O=C(O)C(F)(F)F, CC(C)CC(N)C(=O)OCCOc1ccc(-c2c(C#N)c(SCc3csc(-c4ccc(Cl)cc4)n3)nc(N3CCCC3)c2C#N)cc1, CN(C)C=O, O, O, On1nnc2ccccc21. RXN SMILES: [C:1]([CH3:2])([CH3:3])([CH3:4])[O:5][C:6](=[O:7])[NH:8][CH:9]([CH3:10])[C:11](=[O:12])[OH:13].[CH3:15][N:16]([CH3:17])[CH2:18][CH2:19][CH2:20][N:21]=[C:22]=[N:23][CH2:24][CH3:25].[CH:37]([N:38]([CH2:39][CH3:40])[CH:41]([CH3:42])[CH3:43])([CH3:44])[CH3:45].[ClH:14].[F:46][C:47]([F:48])([F:49])[C:50]([OH:51])=[O:52].[NH2:53][CH:54]([CH2:55][CH:56]([CH3:57])[CH3:58])[C:59](=[O:60])[O:61][CH2:62][CH2:63][O:64][c:65]1[cH:66][cH:67][c:68](-[c:71]2[c:72]([C:98]#[N:99])[c:73]([S:84][CH2:85][c:86]3[n:87][c:88](-[c:91]4[cH:92][cH:93][c:94]([Cl:97])[cH:95][cH:96]4)[s:89][cH:90]3)[n:74][c:75]([N:79]3[CH2:80][CH2:81][CH2:82][CH2:83]3)[c:76]2[C:77]#[N:78])[cH:69][cH:70]1.[O:100]=[CH:101][N:102]([CH3:103])[CH3:104].[OH2:105].[OH2:26].[OH:27][n:28]1[c:29]2[cH:30][cH:31][cH:32][cH:33][c:34]2[n:35][n:36]1>>[C:1]([CH3:2])([CH3:3])([CH3:4])[O:5][C:6](=[O:7])[NH:8][CH:9]([CH3:10])[C:11](=[O:13])[NH:53][CH:54]([CH2:55][CH:56]([CH3:57])[CH3:58])[C:59](=[O:60])[O:61][CH2:62][CH2:63][O:64][c:65]1[cH:66][cH:67][c:68](-[c:71]2[c:72]([C:98]#[N:99])[c:73]([S:84][CH2:85][c:86]3[n:87][c:88](-[c:91]4[cH:92][cH:93][c:94]([Cl:97])[cH:95][cH:96]4)[s:89][cH:90]3)[n:74][c:75]([N:79]3[CH2:80][CH2:81][CH2:82][CH2:83]3)[c:76]2[C:77]#[N:78])[cH:69][cH:70]1. Product: CC(C)CC(NC(=O)C(C)NC(=O)OC(C)(C)C)C(=O)OCCOc1ccc(-c2c(C#N)c(SCc3csc(-c4ccc(Cl)cc4)n3)nc(N3CCCC3)c2C#N)cc1. Reactants: FC(C=1C=C(C=C(C1)C(F)(F)F)[C@@H]1[C@@H](N(C(O1)=O)CC1=C(C=CC(=C1)OC(F)(F)F)[N+](=O)[O-])C)(F)F ((4S,5R)-5-[3,5-bis(trifluoromethyl)phenyl]-4-methyl-3-[2-nitro-5-(trifluoromethoxy)benzyl]-1,3-oxazolidin-2-one). The reagents and catalysts are O=[Pt]=O (PtO2). Run in CCOC(=O)C (EtOAc). Conditions: time 1 hour. Product: NC1=C(CN2C(O[C@@H]([C@@H]2C)C2=CC(=CC(=C2)C(F)(F)F)C(F)(F)F)=O)C=C(C=C1)OC(F)(F)F ((4S,5R)-3-[2-amino-5-(trifluoromethoxy)benzyl]-5-[3,5-bis(trifluoromethyl)phenyl]-4-methyl-1,3-oxazolidin-2-one). Reaction SMILES: [F:1][C:2]([F:36])([F:35])[C:3]1[CH:4]=[C:5]([C@H:13]2[O:17][C:16](=[O:18])[N:15]([CH2:19][C:20]3[CH:25]=[C:24]([O:26][C:27]([F:30])([F:29])[F:28])[CH:23]=[CH:22][C:21]=3[N+:31]([O-])=O)[C@H:14]2[CH3:34])[CH:6]=[C:7]([C:9]([F:12])([F:11])[F:10])[CH:8]=1>CCOC(C)=O.O=[Pt]=O>[NH2:31][C:21]1[CH:22]=[CH:23][C:24]([O:26][C:27]([F:30])([F:29])[F:28])=[CH:25][C:20]=1[CH2:19][N:15]1[C@@H:14]([CH3:34])[C@@H:13]([C:5]2[CH:6]=[C:7]([C:9]([F:11])([F:12])[F:10])[CH:8]=[C:3]([C:2]([F:1])([F:35])[F:36])[CH:4]=2)[O:17][C:16]1=[O:18]. Procedure details: To a solution of (4S,5R)-5-[3,5-bis(trifluoromethyl)phenyl]-4-methyl-3-[2-nitro-5-(trifluoromethoxy)benzyl]-1,3-oxazolidin-2-one (1.07 g, 2.01 mmol) in EtOAc (30 mL) was added PtO2 (100 mg, 0.44 mmol). The reaction was placed under a H2 atmosphere (balloon) and stirred vigorously. After 1 hour, the catalyst was removed by filtration, and the filtrate was concentrated. Purification of the residue by flash chromatography (5 to 40% EtOAc/hexanes) afforded (4S,5R)-3-[2-amino-5-(trifluoromethoxy)benz... Reactants: ClC=1C=C2CN(NC2=C(C1)C(CF)OCC1(CCN(CC1)C(=O)OC(C)(C)C)C1=CC=C(C=C1)F)COCC[Si](C)(C)C (Tert-butyl 4-((1-(5-chloro-2-((2-(trimethylsilyl)ethoxy)methyl)-1H-indazol-7-yl)-2-fluoroethoxy)methyl)-4-(4-fluorophenyl)piperidine-1-carboxylate), CCCC[N+](CCCC)(CCCC)CCCC.[F-] (TBAF). Run in CCOCC (ether). Reaction conditions: temperature 55 celsius. Product: ClC=1C=C2C=NNC2=C(C1)C(CF)OCC1(CCN(CC1)C(=O)OC(C)(C)C)C1=CC=C(C=C1)F (Tert-butyl 4-((1-(5-chloro-1H-indazol-7-yl)-2-fluoroethoxy)methyl)-4-(4-fluorophenyl)piperidine-1-carboxylate). The yield is 85.6%. As a reaction SMILES: [Cl:1][C:2]1[CH:3]=[C:4]2[C:8](=[C:9]([CH:11]([O:14][CH2:15][C:16]3([C:29]4[CH:34]=[CH:33][C:32]([F:35])=[CH:31][CH:30]=4)[CH2:21][CH2:20][N:19]([C:22]([O:24][C:25]([CH3:28])([CH3:27])[CH3:26])=[O:23])[CH2:18][CH2:17]3)[CH2:12][F:13])[CH:10]=1)[NH:7][N:6](COCC[Si](C)(C)C)[CH2:5]2.CCCC[N+](CCCC)(CCCC)CCCC.[F-]>CCOCC>[Cl:1][C:2]1[CH:3]=[C:4]2[C:8](=[C:9]([CH:11]([O:14][CH2:15][C:16]3([C:29]4[CH:30]=[CH:31][C:32]([F:35])=[CH:33][CH:34]=4)[CH2:21][CH2:20][N:19]([C:22]([O:24][C:25]([CH3:28])([CH3:27])[CH3:26])=[O:23])[CH2:18][CH2:17]3)[CH2:12][F:13])[CH:10]=1)[NH:7][N:6]=[CH:5]2 |f:1.2|. Reported procedure: Tert-butyl 4-((1-(5-chloro-2-((2-(trimethylsilyl)ethoxy)methyl)-1H-indazol-7-yl)-2-fluoroethoxy)methyl)-4-(4-fluorophenyl)piperidine-1-carboxylate (420 mg, 0.660 mmol) was dissolved in TBAF (1M in THF) (8.5 mL, 8.50 mmol). The flask was sealed and heated at 55° C. for 1.5 h. The reaction was cooled to room temperature and diluted with ether, washed with water then brine, dried over MgSO4, filtered and concentrated. The crude product was purified by silica gel column chromatography (30%-40% EtOAc... Starting materials: BrC1=CC=C(C=C1)[C@@H](C)N ((R)-(+)-1-(4-bromophenyl)ethylamine), CN=C=O (methyl isocyanate). The solvent is C(Cl)Cl (CH2Cl2). Reaction conditions: temperature 25 celsius, time 8 hour. Product: BrC1=CC=C(C=C1)[C@@H](C)NC(=O)NC ((R)1-[1-(4-Bromo-phenyl)-ethyl]-3-methyl-urea). The yield is 93.7%. Reaction SMILES: [Br:1][C:2]1[CH:7]=[CH:6][C:5]([C@H:8]([NH2:10])[CH3:9])=[CH:4][CH:3]=1.[CH3:11][N:12]=[C:13]=[O:14]>C(Cl)Cl>[Br:1][C:2]1[CH:7]=[CH:6][C:5]([C@H:8]([NH:10][C:13]([NH:12][CH3:11])=[O:14])[CH3:9])=[CH:4][CH:3]=1. Reported procedure: To a stirred solution of (R)-(+)-1-(4-bromophenyl)ethylamine (0.5 g, 2.49 mmol) in anhydrous CH2Cl2 was added methyl isocyanate (0.15 mL, 2.49 mmol). The resulting solution was stirred at 25° C. overnight. CH2Cl2 was evaporate and residue partitioned between EtOAC and 1N HCl. The organic layer was washed with H2O, brine and dried over Na2SO4. The solvent was removed in vacuo and the residue was purified by flash column chromatography (80% EtOAc in hexanes) to provide the desired product (0.60 g,... Product: O=C(O)C1(c2ccc(F)cn2)CC1. As a reaction SMILES: [CH3:23][CH2:24][OH:25].[F:1][c:2]1[cH:3][cH:4][c:5]([C:8]2([C:11]#[N:12])[CH2:9][CH2:10]2)[n:6][cH:7]1.[Na+:22].[O-:18][C:19](=[O:20])[OH:21].[S:13](=[O:14])(=[O:15])([OH:16])[OH:17]>>[F:1][c:2]1[cH:3][cH:4][c:5]([C:8]2([C:19](=[O:18])[OH:21])[CH2:9][CH2:10]2)[n:6][cH:7]1. Starting materials: CCO, N#CC1(c2ccc(F)cn2)CC1, [Na+], O=C([O-])O, O=S(=O)(O)O. Starting materials: Fc1ccc(F)c(C2CCCN2c2ccc3ncc(Br)n3n2)c1, N#Cc1ccc(B(O)O)cc1F, [Na+], [Na+], O=C([O-])[O-], C1COCCO1. Yields the product N#Cc1ccc(-c2cnc3ccc(N4CCCC4c4cc(F)ccc4F)nn23)cc1F. Reaction SMILES: [Br:19][c:20]1[cH:21][n:22][c:23]2[n:24]1[n:25][c:26]([N:29]1[CH:30]([c:34]3[c:35]([F:41])[cH:36][cH:37][c:38]([F:40])[cH:39]3)[CH2:31][CH2:32][CH2:33]1)[cH:27][cH:28]2.[C:7](#[N:8])[c:9]1[c:10]([F:18])[cH:11][c:12]([B:15]([OH:16])[OH:17])[cH:13][cH:14]1.[Na+:1].[Na+:2].[O-:3][C:4](=[O:5])[O-:6].[O:42]1[CH2:43][CH2:44][O:45][CH2:46][CH2:47]1>>[C:7](#[N:8])[c:9]1[c:10]([F:18])[cH:11][c:12](-[c:20]2[cH:21][n:22][c:23]3[n:24]2[n:25][c:26]([N:29]2[CH:30]([c:34]4[c:35]([F:41])[cH:36][cH:37][c:38]([F:40])[cH:39]4)[CH2:31][CH2:32][CH2:33]2)[cH:27][cH:28]3)[cH:13][cH:14]1. Starting materials: C1(CC1)C(=O)O (cyclopropanecarboxylic acid), C1(CC1)C(=O)Cl (cyclopropanecarboxylic acid chloride), Cl.OC(CNCCC1=CC(=C(C=C1)OC)OC)C1=C2C=CC(NC2=C(C=C1)O)=O (5-[1-hydroxy-2-(3,4-dimethoxyphenethylamino)ethyl]-8-hydroxycarbostyril hydrochloride), CO (methanol), ice water. Solvent: C(C)OCC (diethyl ether). The product is Cl.C1(CC1)C(=O)OC(CNCCC1=CC(=C(C=C1)OC)OC)C1=C2C=CC(NC2=C(C=C1)OC(=O)C1CC1)=O (5-[1-cyclopropylcarbonyloxy-2-(3,4-dimethoxyphenethylamino)ethyl]-8-cyclopropylcarbonyloxycarbostyril hydrochloride). As a reaction SMILES: [CH:1]1([C:4]([OH:6])=[O:5])[CH2:3][CH2:2]1.[CH:7]1([C:10]([Cl:12])=[O:11])[CH2:9][CH2:8]1.Cl.O[CH:15]([C:30]1[CH:39]=[CH:38][C:37]([OH:40])=[C:36]2[C:31]=1[CH:32]=[CH:33][C:34](=[O:41])[NH:35]2)[CH2:16][NH:17][CH2:18][CH2:19][C:20]1[CH:25]=[CH:24][C:23]([O:26][CH3:27])=[C:22]([O:28][CH3:29])[CH:21]=1.CO>C(OCC)C>[ClH:12].[CH:1]1([C:4]([O:6][CH:15]([C:30]2[CH:39]=[CH:38][C:37]([O:40][C:10]([CH:7]3[CH2:9][CH2:8]3)=[O:11])=[C:36]3[C:31]=2[CH:32]=[CH:33][C:34](=[O:41])[NH:35]3)[CH2:16][NH:17][CH2:18][CH2:19][C:20]2[CH:25]=[CH:24][C:23]([O:26][CH3:27])=[C:22]([O:28][CH3:29])[CH:21]=2)=[O:5])[CH2:3][CH2:2]1 |f:2.3,6.7|. Reported procedure: 2 ml of cyclopropanecarboxylic acid and 1 ml of cyclopropanecarboxylic acid chloride were added to 500 mg of 5-[1-hydroxy-2-(3,4-dimethoxyphenethylamino)ethyl]-8-hydroxycarbostyril hydrochloride, and the mixture was allowed to react for 1 hour at a temperature of 80° C. After completion of the reaction, 10 ml of methanol was added to the reaction mixture while cooling with ice-water followed by addition of diethyl ether to crystallize the product. The crystals thus obtained were separated by fil...